From a dataset of the Open Reaction Database (ORD), a public repository of structured organic reaction records. describe an organic reaction: reactants, conditions, products, and yield Reactants: C(C)OC(C[C@H](N1C(N(CC1)CCCC1=NC=2NCCCC2C=C1)=O)C1=CC2=C(CCO2)C=C1)=O (3(S)-(2,3-Dihydro-benzofuran-6-yl)-3-{2-oxo-3-[3-(5,6,7,8-tetrahydro- [1,8]naphthyridin-2-yl-)-propyl]-imidazolidin-1-yl}-propionic acid ethyl ester), [OH-].[Na+] (NaOH). The solvent is CCO (EtOH). Conditions: time 2 hour. The product is O1CCC2=C1C=C(C=C2)[C@H](CC(=O)O)N2C(N(CC2)CCCC2=NC=1NCCCC1C=C2)=O (3(S)-(2,3-Dihydro-benzofuran-6-yl)-3-{2-oxo-3-[3-(5,6,7,8-tetrahydro- [1,8]naphthyridin-2-yl)-propyl]-imidazolidin-1-yl}-propionic acid). RXN SMILES: C([O:3][C:4](=[O:35])[CH2:5][C@@H:6]([C:26]1[CH:34]=[CH:33][C:29]2[CH2:30][CH2:31][O:32][C:28]=2[CH:27]=1)[N:7]1[CH2:11][CH2:10][N:9]([CH2:12][CH2:13][CH2:14][C:15]2[CH:24]=[CH:23][C:22]3[CH2:21][CH2:20][CH2:19][NH:18][C:17]=3[N:16]=2)[C:8]1=[O:25])C.[OH-].[Na+]>CCO>[O:32]1[C:28]2[CH:27]=[C:26]([C@@H:6]([N:7]3[CH2:11][CH2:10][N:9]([CH2:12][CH2:13][CH2:14][C:15]4[CH:24]=[CH:23][C:22]5[CH2:21][CH2:20][CH2:19][NH:18][C:17]=5[N:16]=4)[C:8]3=[O:25])[CH2:5][C:4]([OH:35])=[O:3])[CH:34]=[CH:33][C:29]=2[CH2:30][CH2:31]1 |f:1.2|. Procedure details: To a solution of 2-12 (2.9 g, 6.06 mmol) in EtOH (15 mL) was added 1N NaOH (7.2 ml,7.2 mmol). After stirring for 2 h, the solvents were evaporated and the residue chromatographed (silica gel, 25:10:1:1 followed by 15:10:1:1 ethyl acetate/EtOH/water/NH4OH) to give 2-13 as a white solid. TLC Rf=0.24 (15:10:1:1 ethyl acetate/EtOH/water/NH4OH). 1H NMR (300 MHz, CD3OD) δ 7.55 (d, J=7.3 Hz, 1H), 7.18 (d, J=7.6 Hz, 1H), 6.81 (d, J=6.1 Hz, 1H), 6.72 (s, 1H), 6.62 (d, J=7.3 Hz, 1H), 5.38 (t, J=7.9 Hz, 1H... The reactants are FC=1C=C(C=C(C1)F)N1C(=NC2=NC=CC=C21)C(C)N (1-[1-(3,5-difluorophenyl)-1H-imidazo[4,5-b]pyridin-2-yl]-ethylamine), ClC1=NC=NC=C1C#N (4-chloro-pyrimidine 5-carbonitrile), CCN(C(C)C)C(C)C (DIEA). Solvent: CCOC(=O)C (EtOAc), C(CCC)O (n-butanol). Conditions: temperature 120 celsius. Yields the product NC1=NC=NC(=C1C#N)NC(C)C=1N(C=2C(=NC=CC2)N1)C1=CC(=CC(=C1)F)F (4-amino-6-{1-[1-(3,5-difluorophenyl)-1H-imidazo[4,5-b]-pyridin-2-yl]ethylamino}-pyrimidine-5-carbonitrile). Reaction SMILES: [F:1][C:2]1[CH:3]=[C:4]([N:9]2[C:17]3[C:12](=[N:13][CH:14]=[CH:15][CH:16]=3)[N:11]=[C:10]2[CH:18]([NH2:20])[CH3:19])[CH:5]=[C:6]([F:8])[CH:7]=1.Cl[C:22]1[C:27]([C:28]#[N:29])=[CH:26][N:25]=[CH:24][N:23]=1.CC[N:32](C(C)C)C(C)C>C(O)CCC.CCOC(C)=O>[NH2:32][C:22]1[C:27]([C:28]#[N:29])=[C:26]([NH:20][CH:18]([C:10]2[N:9]([C:4]3[CH:5]=[C:6]([F:8])[CH:7]=[C:2]([F:1])[CH:3]=3)[C:17]3[C:12]([N:11]=2)=[N:13][CH:14]=[CH:15][CH:16]=3)[CH3:19])[N:25]=[CH:24][N:23]=1. Procedure: To a solution of 1-[1-(3,5-difluorophenyl)-1H-imidazo[4,5-b]pyridin-2-yl]-ethylamine (200 mg, 0.729 mmol) and 4-chloro-pyrimidine 5-carbonitrile (112 mg, 0.729 mmol) in n-butanol (2.18 mL) was added DIEA (282 mg, 2.187 mmol) at rt. The reaction mixture was heated at 120° C. overnight. After completion, the reaction mixture was diluted with EtOAc and the resulting solid was collected by filtration to provide 4-amino-6-{1-[1-(3,5-difluorophenyl)-1H-imidazo[4,5-b]-pyridin-2-yl]ethylamino}-pyrimidin... The reactants are ClCCl, O=C1CCC(=O)N1Cl, [K+], [K+], Nc1ccc2[nH]ncc2c1, O=C([O-])[O-], O. Yields the product Nc1ccc2[nH]nc(Cl)c2c1. As a reaction SMILES: [CH2:19]([Cl:20])[Cl:21].[Cl:11][N:12]1[C:13](=[O:14])[CH2:15][CH2:16][C:17]1=[O:18].[K+:23].[K+:24].[NH2:1][c:2]1[cH:3][c:4]2[cH:5][n:6][nH:7][c:8]2[cH:9][cH:10]1.[O-:25][C:26]([O-:27])=[O:28].[OH2:22]>>[NH2:1][c:2]1[cH:3][c:4]2[c:5]([Cl:11])[n:6][nH:7][c:8]2[cH:9][cH:10]1. Starting materials: C(=O)C1=C(OCC#N)C=C(C=C1)N(C)C (2-formyl-5-dimethylaminophenoxyacetonitrile), C([O-])([O-])=O.[K+].[K+] (potassium carbonate). Solvent: CN(C=O)C (dimethylformamide), O (water). The product is CN(C1=CC2=C(C=C(O2)C#N)C=C1)C (6-dimethylaminobenzofuran-2-carbonitrile). As a reaction SMILES: [CH:1]([C:3]1[CH:12]=[CH:11][C:10]([N:13]([CH3:15])[CH3:14])=[CH:9][C:4]=1[O:5][CH2:6][C:7]#[N:8])=O.C(=O)([O-])[O-].[K+].[K+]>CN(C)C=O.O>[CH3:14][N:13]([CH3:15])[C:10]1[CH:11]=[CH:12][C:3]2[CH:1]=[C:6]([C:7]#[N:8])[O:5][C:4]=2[CH:9]=1 |f:1.2.3|. Procedure details: 15.3 parts of the nitrile is dissolved in 100 parts by volume of dimethylformamide and stirred with 10 parts of potassium carbonate for 15 hours at 70°C. The whole is then diluted with 1,000 parts of water, filtered by suction and the filter residue is dried. For further purification it is sublimed at 80°C and 1 mm and the sublimate is recrystallized from methylcyclohexane. The 6-dimethylaminobenzofuran-2-carbonitrile is obtained in the form of colorless crystals having a melting point of 70° to... Starting materials: CCN(C(C)C)C(C)C (DIPEA), C1(=CC=CC=C1)C1=CC(=NN1)C(=O)NCC(=O)O ([(5-phenyl-1H-pyrazole-3-carbonyl)-amino]-acetic acid), CCN=C=NCCCN(C)C.Cl (EDCI.HCl), Cl.COC(C1=CC(=C(C=C1)C)OC1CCNCC1)=O (4-methyl-3-(piperidin-4-yloxy)-benzoic acid methyl ester hydrochloride), C=1C=CC2=C(C1)N=NN2O (HOBt), Intermediate 15. Run in CN(C)C=O (DMF), O (water). Run at time 8 hour. The product is COC(C1=CC(=C(C=C1)C)OC1CCN(CC1)C(CNC(=O)C1=NNC(=C1)C1=CC=CC=C1)=O)=O (4-methyl-3-(1-{2-[(5-phenyl-1H-pyrazole-3-carbonyl)-amino]-acetyl}-piperidin-4-yloxy)-benzoic acid methyl ester). The yield is 68.6%. As a reaction SMILES: CCN(C(C)C)C(C)C.[C:10]1([C:16]2[NH:20][N:19]=[C:18]([C:21]([NH:23][CH2:24][C:25]([OH:27])=O)=[O:22])[CH:17]=2)[CH:15]=[CH:14][CH:13]=[CH:12][CH:11]=1.C1C=CC2N(O)N=NC=2C=1.CCN=C=NCCCN(C)C.Cl.Cl.[CH3:51][O:52][C:53](=[O:68])[C:54]1[CH:59]=[CH:58][C:57]([CH3:60])=[C:56]([O:61][CH:62]2[CH2:67][CH2:66][NH:65][CH2:64][CH2:63]2)[CH:55]=1>CN(C=O)C.O>[CH3:51][O:52][C:53](=[O:68])[C:54]1[CH:59]=[CH:58][C:57]([CH3:60])=[C:56]([O:61][CH:62]2[CH2:67][CH2:66][N:65]([C:25](=[O:27])[CH2:24][NH:23][C:21]([C:18]3[CH:17]=[C:16]([C:10]4[CH:11]=[CH:12][CH:13]=[CH:14][CH:15]=4)[NH:20][N:19]=3)=[O:22])[CH2:64][CH2:63]2)[CH:55]=1 |f:3.4,5.6|. Reported procedure: DIPEA (423 mg, 2.4 mmol) was added to a stirred solution of [(5-phenyl-1H-pyrazole-3-carbonyl)-amino]-acetic acid (200 mg, 0.81 mmol) in DMF (3 mL) followed by HOBt (130 mg, 0.93 mmol) and EDCI.HCl (187 mg, 0.93 mmol). After 2 minutes 4-methyl-3-(piperidin-4-yloxy)-benzoic acid methyl ester hydrochloride (prepared according to the method used for the synthesis of Intermediate 15) (280 mg, 0.97 mmol) was added to the reaction mixture and stirring was continued at ambient temperature overnight. Th... Starting materials: CO, [Na+], [OH-], O, CCOC(=O)C(C)(C)CCCCOc1ccc(OCCCCCn2ccnc2)cc1. The product is CC(C)(CCCCOc1ccc(OCCCCCn2ccnc2)cc1)C(=O)O. As a reaction SMILES: [CH3:33][OH:34].[Na+:32].[OH-:31].[OH2:35].[n:1]1([CH2:6][CH2:7][CH2:8][CH2:9][CH2:10][O:11][c:12]2[cH:13][cH:14][c:15]([O:16][CH2:17][CH2:18][CH2:19][CH2:20][C:21]([C:22](=[O:23])[O:24][CH2:25][CH3:26])([CH3:27])[CH3:28])[cH:29][cH:30]2)[cH:2][n:3][cH:4][cH:5]1>>[n:1]1([CH2:6][CH2:7][CH2:8][CH2:9][CH2:10][O:11][c:12]2[cH:13][cH:14][c:15]([O:16][CH2:17][CH2:18][CH2:19][CH2:20][C:21]([C:22](=[O:23])[OH:24])([CH3:27])[CH3:28])[cH:29][cH:30]2)[cH:2][n:3][cH:4][cH:5]1.